Dataset: the Open Reaction Database (ORD), a public repository of structured organic reaction records. Task: describe an organic reaction: reactants, conditions, products, and yield Reactants: CC(C)(C)OC(=O)N1CC2CC2C1CN, O=C(O)c1cccc2occc12. Product: CC(C)(C)OC(=O)N1CC2CC2C1CNC(=O)c1cccc2occc12. As a reaction SMILES: [C:1]([CH3:2])([CH3:3])([CH3:4])[O:5][C:6](=[O:7])[N:8]1[CH:9]([CH2:14][NH2:15])[CH:10]2[CH2:11][CH:12]2[CH2:13]1.[o:16]1[cH:17][cH:18][c:19]2[c:20]1[cH:21][cH:22][cH:23][c:24]2[C:25](=[O:26])[OH:27]>>[C:1]([CH3:2])([CH3:3])([CH3:4])[O:5][C:6](=[O:7])[N:8]1[CH:9]([CH2:14][NH:15][C:25]([c:24]2[c:19]3[cH:18][cH:17][o:16][c:20]3[cH:21][cH:22][cH:23]2)=[O:26])[CH:10]2[CH2:11][CH:12]2[CH2:13]1. The reactants are CC(=O)CC(C)C, Fc1ccc(OCCCCl)cc1, [I-], [K+], [Na+], [Na+], O=C([O-])[O-], O=C(NC1CCNCC1O)c1ccccc1. Product: O=C(NC1CCN(CCCOc2ccc(F)cc2)CC1O)c1ccccc1. As a reaction SMILES: [CH3:37][CH:38]([CH3:39])[CH2:40][C:41](=[O:42])[CH3:43].[Cl:1][CH2:2][CH2:3][CH2:4][O:5][c:6]1[cH:7][cH:8][c:9]([F:12])[cH:10][cH:11]1.[I-:36].[K+:35].[Na+:29].[Na+:30].[O-:31][C:32](=[O:33])[O-:34].[OH:13][CH:14]1[CH2:15][NH:16][CH2:17][CH2:18][CH:19]1[NH:20][C:21]([c:22]1[cH:23][cH:24][cH:25][cH:26][cH:27]1)=[O:28]>>[CH2:2]([CH2:3][CH2:4][O:5][c:6]1[cH:7][cH:8][c:9]([F:12])[cH:10][cH:11]1)[N:16]1[CH2:15][CH:14]([OH:13])[CH:19]([NH:20][C:21]([c:22]2[cH:23][cH:24][cH:25][cH:26][cH:27]2)=[O:28])[CH2:18][CH2:17]1. Reactants: CCCN(c1cc(COCC(C)(Cc2ccccc2)NC(=O)OC(C)(C)C)cc(Cl)n1)S(C)(=O)=O, C=O, CNCC1CC1C, CO, CCO, CC(Cl)Cl, O=C(O)C(F)(F)F, CCCN(c1cc(COCC(C)(N)Cc2ccccc2)cc(N(Cc2ccccc2)CC2CC2C)n1)S(C)(=O)=O. Yields the product CCCN(c1cc(COCC(C)(N)Cc2ccccc2)cc(N(C)CC2CC2C)n1)S(C)(=O)=O. Reaction SMILES: [CH2:1]([C:2]([NH:3][C:4](=[O:5])[O:6][C:7]([CH3:8])([CH3:9])[CH3:10])([CH3:11])[CH2:12][O:13][CH2:14][c:15]1[cH:16][c:17]([N:18]([S:19]([CH3:20])(=[O:21])=[O:22])[CH2:23][CH2:24][CH3:25])[n:26][c:27]([Cl:28])[cH:29]1)[c:30]1[cH:31][cH:32][cH:33][cH:34][cH:35]1.[CH2:43]=[O:44].[CH3:36][NH:37][CH2:38][CH:39]1[CH2:40][CH:41]1[CH3:42].[CH3:92][OH:93].[CH3:98][CH2:99][OH:100].[Cl:94][CH:95]([Cl:96])[CH3:97].[F:45][C:46]([F:47])([F:48])[C:49]([OH:50])=[O:51].[NH2:52][C:53]([CH2:54][O:55][CH2:56][c:57]1[cH:58][c:59]([N:76]([S:77](=[O:78])(=[O:79])[CH3:80])[CH2:81][CH2:82][CH3:83])[n:60][c:61]([N:63]([CH2:64][CH:65]2[CH:66]([CH3:68])[CH2:67]2)[CH2:69][c:70]2[cH:71][cH:72][cH:73][cH:74][cH:75]2)[cH:62]1)([CH2:84][c:85]1[cH:86][cH:87][cH:88][cH:89][cH:90]1)[CH3:91]>>[NH2:52][C:53]([CH2:54][O:55][CH2:56][c:57]1[cH:58][c:59]([N:76]([S:77](=[O:78])(=[O:79])[CH3:80])[CH2:81][CH2:82][CH3:83])[n:60][c:61]([N:63]([CH2:64][CH:65]2[CH:66]([CH3:68])[CH2:67]2)[CH3:69])[cH:62]1)([CH2:84][c:85]1[cH:86][cH:87][cH:88][cH:89][cH:90]1)[CH3:91]. Reactants: ClC1=CC=C(C=C1)C=1OC(=C(N1)CC(=O)OCC)C1=COC=C1 (ethyl 2-[2-(4-chlorophenyl)-5-(3-furyl)-4-oxazolyl]acetate), CO (methanol), [OH-].[K+] (potassium hydroxide). The solvent is O (water). Product: ClC1=CC=C(C=C1)C=1OC(=C(N1)CC(=O)O)C1=COC=C1 (2-[2-(4-chlorophenyl)-5-(3-furyl)-4-oxazolyl]acetic acid). Isolated yield 87.4%. Reaction SMILES: [Cl:1][C:2]1[CH:7]=[CH:6][C:5]([C:8]2[O:9][C:10]([C:19]3[CH:23]=[CH:22][O:21][CH:20]=3)=[C:11]([CH2:13][C:14]([O:16]CC)=[O:15])[N:12]=2)=[CH:4][CH:3]=1.CO.[OH-].[K+]>O>[Cl:1][C:2]1[CH:7]=[CH:6][C:5]([C:8]2[O:9][C:10]([C:19]3[CH:23]=[CH:22][O:21][CH:20]=3)=[C:11]([CH2:13][C:14]([OH:16])=[O:15])[N:12]=2)=[CH:4][CH:3]=1 |f:2.3|. Procedure: 1.5 g of ethyl 2-[2-(4-chlorophenyl)-5-(3-furyl)-4-oxazolyl]acetate, 40 ml of methanol, 5 ml of water and 1.5 g of potassium hydroxide are treated in the same manner as described in Example 16. 1.2 g of 2-[2-(4-chlorophenyl)-5-(3-furyl)-4-oxazolyl]acetic acid are thereby obtained. Yield: 87.6% The reactants are C(C)(C)(C)OC(=O)[C@@H](C(=O)OC)CI ((R)-methyl 2-(tert-butoxycarbonyl)-3-iodopropanoate), ClC=1SC=C(N1)Cl (2,4-dichlorothiazole). Product: C(C)(C)(C)OC(=O)[C@H](C(=O)OC)CC=1SC=C(N1)Cl ((S)-methyl 2-(tert-butoxycarbonyl)-3-(4-chlorothiazol-2-yl)propanoate). As a reaction SMILES: [C:1]([O:5][C:6]([C@H:8]([CH2:13]I)[C:9]([O:11][CH3:12])=[O:10])=[O:7])([CH3:4])([CH3:3])[CH3:2].Cl[C:16]1[S:17][CH:18]=[C:19]([Cl:21])[N:20]=1>>[C:1]([O:5][C:6]([C@@H:8]([CH2:13][C:16]1[S:17][CH:18]=[C:19]([Cl:21])[N:20]=1)[C:9]([O:11][CH3:12])=[O:10])=[O:7])([CH3:4])([CH3:3])[CH3:2]. Reported procedure: The title compound was synthesized in a manner analogous to that described Example 475, using (R)-methyl 2-(tert-butoxycarbonyl)-3-iodopropanoate and 2,4-dichlorothiazole (prepared according to Reynaud, Pierre; Robba, Max; Moreau, Robert C; New synthesis of the thiazole ring; Bulletin de la Societe Chimique de France (1962), 1735-8). MS m/z: 321 (23%, M+1), 265.0 (100%, M−55.1). Reactants: CCO, CCO, CC(Oc1c(Cl)cc([N+](=O)[O-])cc1Cl)C(F)(F)C(F)(F)F, Cl, [Fe], O. Product: CC(Oc1c(Cl)cc(N)cc1Cl)C(F)(F)C(F)(F)F. As a reaction SMILES: [CH2:2]([OH:3])[CH3:4].[CH3:27][CH2:28][OH:29].[Cl:5][c:6]1[cH:7][c:8]([N+:23]([O-:24])=[O:25])[cH:9][c:10]([Cl:22])[c:11]1[O:12][CH:13]([C:14]([C:15]([F:16])([F:17])[F:18])([F:19])[F:20])[CH3:21].[ClH:26].[Fe:30].[OH2:1]>>[Cl:5][c:6]1[cH:7][c:8]([NH2:23])[cH:9][c:10]([Cl:22])[c:11]1[O:12][CH:13]([C:14]([C:15]([F:16])([F:17])[F:18])([F:19])[F:20])[CH3:21]. Run in ClCCl (dichloromethane), ClCCl (dichloromethane). Reaction SMILES: [C:1](Cl)(=[O:4])[CH2:2][CH3:3].[S:6]1[C:12]2[CH:13]=[CH:14][CH:15]=[CH:16][C:11]=2[CH2:10][NH:9][CH2:8][CH2:7]1>ClCCl>[C:1]([N:9]1[CH2:10][C:11]2[CH:16]=[CH:15][CH:14]=[CH:13][C:12]=2[S:6][CH2:7][CH2:8]1)(=[O:4])[CH2:2][CH3:3]. Procedure details: A solution of propionyl chloride (2.39 g) in dichloromethane (50 ml) was added dropwise at room temperature to a stirred solution of 2,3,4,5-tetrahydro-1,4-benzothiazepine (8.58 g, prepared as described in the first paragraph of Example 6 above) in dichloromethane (100 ml). The reaction mixture was stirred at room temperature for 45 minutes, washed with water, dried and the solvent was removed by evaporation. Purification of the residue by flash chromatography using dichloromethane/ethanol (98:2... Product: C(CC)(=O)N1CCSC2=C(C1)C=CC=C2 (4-propionyl-2,3,4,5-tetrahydro-1,4-benzothiazepine). The reactants are C(CC)(=O)Cl (propionyl chloride), S1CCNCC2=C1C=CC=C2 (2,3,4,5-tetrahydro-1,4-benzothiazepine). Reaction conditions: time 45 minute.